From a dataset of the Open Reaction Database (ORD), a public repository of structured organic reaction records. describe an organic reaction: reactants, conditions, products, and yield Procedure: To a solution of 500 mg of 6-(4-amino-phenyl)-1H-pyrazolo[3,4-b]pyrazin-3-ylamine hydrochloride and 397 mg of 2-fluoro-5-methyl-benzenesulfonyl chloride in 4 ml DCM, 0.16 ml pyridine were added and the reaction mixture was stirred for 16 h at RT. Then, the solvents were removed under reduced pressure and the crude product was purified by chromatography on silica gel eluting with a gradient of n-heptane/EtOAc. The fractions containing the product were combined and the solvent evaporated under red... Reaction SMILES: Cl.[NH2:2][C:3]1[CH:8]=[CH:7][C:6]([C:9]2[N:14]=[C:13]3[NH:15][N:16]=[C:17]([NH2:18])[C:12]3=[N:11][CH:10]=2)=[CH:5][CH:4]=1.[F:19][C:20]1[CH:25]=[CH:24][C:23]([CH3:26])=[CH:22][C:21]=1[S:27](Cl)(=[O:29])=[O:28]>C(Cl)Cl.N1C=CC=CC=1>[NH2:18][C:17]1[C:12]2[C:13](=[N:14][C:9]([C:6]3[CH:7]=[CH:8][C:3]([NH:2][S:27]([C:21]4[CH:22]=[C:23]([CH3:26])[CH:24]=[CH:25][C:20]=4[F:19])(=[O:28])=[O:29])=[CH:4][CH:5]=3)=[CH:10][N:11]=2)[NH:15][N:16]=1 |f:0.1|. Run in C(Cl)Cl (DCM), N1=CC=CC=C1 (pyridine). The product is NC1=NNC2=NC(=CN=C21)C2=CC=C(C=C2)NS(=O)(=O)C2=C(C=CC(=C2)C)F (N-[4-(3-Amino-1H-pyrazolo[3,4-b]pyrazin-6-yl)phenyl]-2-fluoro-5-methyl-benzenesulfonamide). Reaction conditions: time 16 hour. Starting materials: Cl.NC1=CC=C(C=C1)C1=CN=C2C(=N1)NN=C2N (6-(4-amino-phenyl)-1H-pyrazolo[3,4-b]pyrazin-3-ylamine hydrochloride), FC1=C(C=C(C=C1)C)S(=O)(=O)Cl (2-fluoro-5-methyl-benzenesulfonyl chloride).